This data is from the Open Reaction Database (ORD), a public repository of structured organic reaction records. The task is: describe an organic reaction: reactants, conditions, products, and yield The reactants are C1=C(CCC12CCCCC2)CO (spiro[4.5]dec-1-en-2-yl-methanol), [H][H] (hydrogen). The reagents and catalysts are [C].[Pd] (palladium carbon). Run in O1CCCC1 (tetrahydrofuran). Run at time 1 hour. Yields the product C1C(CCC12CCCCC2)CO (spiro[4.5]dec-2-yl-methanol). The yield is 59.3%. As a reaction SMILES: [CH:1]1[C:5]2([CH2:10][CH2:9][CH2:8][CH2:7][CH2:6]2)[CH2:4][CH2:3][C:2]=1[CH2:11][OH:12].[H][H]>O1CCCC1.[C].[Pd]>[CH2:1]1[C:5]2([CH2:10][CH2:9][CH2:8][CH2:7][CH2:6]2)[CH2:4][CH2:3][CH:2]1[CH2:11][OH:12] |f:3.4|. Procedure details: To a solution of spiro[4.5]dec-1-en-2-yl-methanol (50 mg) obtained in Step 5 of Example 15 in tetrahydrofuran (1 mL) was added 5% palladium carbon (5 mg), followed by stirring the reaction mixture under normal pressure in an atmosphere of hydrogen at room temperature for 20 hours. Then, the reaction mixture was filtered through Celite and the filtrate was concentrated. The residue was dissolved in methanol (1 mL). To the solution was added sodium borohydride (10 mg), followed by stirring the rea... The product is FC1=C(OC2=NC=NN3C2=C(C=C3)C)C=CC(=C1)[N+](=O)[O-] (4-(2-Fluoro-4-nitrophenoxy)-5-methylpyrrolo[2,1-f][1,2,4]triazine). Run in CN(C)C=O (DMF), ClCCl (dichloromethane). Conditions: time 5 minute. Isolated yield 72.0%. Procedure: To a mixture of 4-chloro-5-methylpyrrolo[2,1-f][1,2,4]triazine (3.37 g, 20.11 mmol, PCT Appl. WO 2000/071129, U.S. pat. application 2003/0186982, the disclosure of which is herein incorporated by reference) and 2-fluoro-4-nitrophenol (3.48 g, 22.12 mmol) in anhydrous DMF (100 mL), stirred for 5 minutes under a nitrogen atmosphere, was added anhydrous potassium carbonate (6.11 g, 44.24 mmol). The mixture was heated at 60° C. for 15 h before 2-fluoro-4-nitrophenol (1.00 g, 6.37 mmol) was added and... RXN SMILES: Cl[C:2]1[C:7]2=[C:8]([CH3:11])[CH:9]=[CH:10][N:6]2[N:5]=[CH:4][N:3]=1.[F:12][C:13]1[CH:18]=[C:17]([N+:19]([O-:21])=[O:20])[CH:16]=[CH:15][C:14]=1[OH:22].C(=O)([O-])[O-].[K+].[K+]>CN(C=O)C.ClCCl>[F:12][C:13]1[CH:18]=[C:17]([N+:19]([O-:21])=[O:20])[CH:16]=[CH:15][C:14]=1[O:22][C:2]1[C:7]2=[C:8]([CH3:11])[CH:9]=[CH:10][N:6]2[N:5]=[CH:4][N:3]=1 |f:2.3.4|. Reactants: ClC1=NC=NN2C1=C(C=C2)C (4-chloro-5-methylpyrrolo[2,1-f][1,2,4]triazine), FC1=C(C=CC(=C1)[N+](=O)[O-])O (2-fluoro-4-nitrophenol), FC1=C(C=CC(=C1)[N+](=O)[O-])O (2-fluoro-4-nitrophenol), C([O-])([O-])=O.[K+].[K+] (potassium carbonate). Yield: 26.1%. As a reaction SMILES: [OH:1][C:2]1([CH2:8][CH2:9][NH:10][C:11](=O)OC(C)(C)C)[CH2:7][CH2:6][NH:5][CH2:4][CH2:3]1.N1(CCNC(=O)OC(C)(C)C)CCNCC1.Br[C:35]1[C:44]2[C:39](=[CH:40][CH:41]=[C:42]([O:45][CH3:46])[CH:43]=2)[N:38]=[CH:37][C:36]=1[F:47].BrC1C(F)=CN=C2C=1N=C(OC)C=C2.[O:62]=[C:63]1[CH2:68][O:67][C:66]2[CH:69]=[CH:70][C:71](C=O)=[N:72][C:65]=2[NH:64]1.O=C1CSC2C=CC(C=O)=NC=2N1>>[F:47][C:36]1[CH:37]=[N:38][C:39]2[C:44]([C:35]=1[N:5]1[CH2:4][CH2:3][C:2]([CH2:8][CH2:9][NH:10][CH2:11][C:71]3[CH:70]=[CH:69][C:66]4[O:67][CH2:68][C:63](=[O:62])[NH:64][C:65]=4[N:72]=3)([OH:1])[CH2:7][CH2:6]1)=[CH:43][C:42]([O:45][CH3:46])=[CH:41][CH:40]=2. Starting materials: OC1(CCNCC1)CCNC(OC(C)(C)C)=O (1,1-dimethylethyl [2-(4-hydroxy-4-piperidinyl)ethyl]carbamate), BrC=1C(=CN=C2C=CC(=NC12)OC)F (8-bromo-7-fluoro-2-(methyloxy)-1,5-naphthyridine), O=C1NC2=C(OC1)C=CC(=N2)C=O (3-oxo-3,4-dihydro-2H-pyrido[3,2-b][1,4]oxazine-6-carbaldehyde), N1(CCNCC1)CCNC(OC(C)(C)C)=O (1,1-dimethylethyl [2-(1-piperazinyl)ethyl]carbamate), BrC1=C(C=NC2=CC=C(C=C12)OC)F (4-bromo-3-fluoro-6-(methyloxy)quinoline), O=C1NC2=C(SC1)C=CC(=N2)C=O (3-oxo-3,4-dihydro-2H-pyrido[3,2-b][1,4]thiazine-6-carbaldehyde). The product is FC=1C=NC2=CC=C(C=C2C1N1CCC(CC1)(O)CCNCC=1C=CC=2OCC(NC2N1)=O)OC (6-{[(2-[1-[3-fluoro-6-(methyloxy)-4-quinolinyl]-4-hydroxy-4-piperidinyl]ethyl)amino]methyl}-2H-pyrido[3,2-b][1,4]oxazin-3(4H)-one). Procedure: The title compound (71 mg, 26%) was prepared as a yellow solid according to Example 1, except substituting the following three reagents: 1,1-dimethylethyl [2-(4-hydroxy-4-piperidinyl)ethyl]carbamate (1.5 g, 6.15 mmol) [prepared according to Example 20] for 1,1-dimethylethyl [2-(1-piperazinyl)ethyl]carbamate, 4-bromo-3-fluoro-6-(methyloxy)quinoline (1.57 g, 6.15 mmol) for 8-bromo-7-fluoro-2-(methyloxy)-1,5-naphthyridine and 3-oxo-3,4-dihydro-2H-pyrido[3,2-b][1,4]oxazine-6-carbaldehyde (100 mg, 0.... The reactants are IC1=CC(=C(NC(C)C2=CC(=C(C=C2)OCC=2C=NC(=CC2)OC)OC)C=C1)[N+](=O)[O-] (4-iodo-N-(1-(3-methoxy-4-((6-methoxypyridin-3-yl)methoxy)phenyl)ethyl)-2-nitroaniline), [Cl-].[NH4+] (ammonium chloride), CO (methanol), O (water). Reagents/catalysts: O.O.O.O.O.O.O.S(=O)(=O)([O-])[O-].[Fe+2] (iron(II) sulfate heptahydrate), [Zn] (zinc). The solvent is O1CCCC1 (tetrahydrofuran). Conditions: time 1 hour. The product is IC=1C=C(C(=CC1)NC(C)C1=CC(=C(C=C1)OCC=1C=NC(=CC1)OC)OC)N (4-iodo-N1-(1-(3-methoxy-4-((6-methoxypyridin-3-yl)methoxy)phenyl)ethyl)benzene-1,2-diamine). The yield is 67.5%. Reaction SMILES: [I:1][C:2]1[CH:28]=[CH:27][C:5]([NH:6][CH:7]([C:9]2[CH:14]=[CH:13][C:12]([O:15][CH2:16][C:17]3[CH:18]=[N:19][C:20]([O:23][CH3:24])=[CH:21][CH:22]=3)=[C:11]([O:25][CH3:26])[CH:10]=2)[CH3:8])=[C:4]([N+:29]([O-])=O)[CH:3]=1.[Cl-].[NH4+].CO.O>O1CCCC1.O.O.O.O.O.O.O.S([O-])([O-])(=O)=O.[Fe+2].[Zn]>[I:1][C:2]1[CH:3]=[C:4]([NH2:29])[C:5]([NH:6][CH:7]([C:9]2[CH:14]=[CH:13][C:12]([O:15][CH2:16][C:17]3[CH:18]=[N:19][C:20]([O:23][CH3:24])=[CH:21][CH:22]=3)=[C:11]([O:25][CH3:26])[CH:10]=2)[CH3:8])=[CH:27][CH:28]=1 |f:1.2,6.7.8.9.10.11.12.13.14|. Procedure details: To a stirred suspension of 4-iodo-N-(1-(3-methoxy-4-((6-methoxypyridin-3-yl)methoxy)phenyl)ethyl)-2-nitroaniline (3.17 g, 5.92 mmol) and ammonium chloride (2.53 g, 47.37 mmol) in tetrahydrofuran (50 mL)/methanol (20 mL)/water (10 mL) was added iron(II) sulfate heptahydrate (5.76 g, 20.73 mmol) and zinc dust (1.35 g, 20.73 mmol). The resulting mixture was heated to reflux. After 1 h, the mixture was allowed to cool to room temperature and was filtered through Celite. The filtercake was washed wit...